Dataset: the Open Reaction Database (ORD), a public repository of structured organic reaction records. Task: describe an organic reaction: reactants, conditions, products, and yield The reactants are ClCCCOC1=C(C=C(C=C1)C(C)=O)OC (1-[4-(3-chloropropoxy)-3-methoxyphenyl]ethanone), FC(C(=O)OI(OC(C(F)(F)F)=O)C1=CC=CC=C1)(F)F ([bis(trifluoroacetoxy)iodo]benzene), O (H2O). Solvent: CC#N (CH3CN). Yields the product ClCCCOC1=C(C=C(C=C1)C(CO)=O)OC (1-[4-(3-Chloropropoxy)-3-methoxyphenyl]-2-hydroxyethanone). The yield is 32.8%. Reaction SMILES: [Cl:1][CH2:2][CH2:3][CH2:4][O:5][C:6]1[CH:11]=[CH:10][C:9]([C:12](=[O:14])[CH3:13])=[CH:8][C:7]=1[O:15][CH3:16].FC(F)(F)C(OI(C1C=CC=CC=1)OC(=O)C(F)(F)F)=[O:20].O>CC#N>[Cl:1][CH2:2][CH2:3][CH2:4][O:5][C:6]1[CH:11]=[CH:10][C:9]([C:12](=[O:14])[CH2:13][OH:20])=[CH:8][C:7]=1[O:15][CH3:16]. Reported procedure: A solution of 1-[4-(3-chloropropoxy)-3-methoxyphenyl]ethanone (4.3 g, 17.7 mmol), [bis(trifluoroacetoxy)iodo]benzene (15.6 g, 36.2 mmol), H2O (18 ml), OF3CO2H (2.8 ml) and CH3CN (90 ml) was refluxed for 3 hours. The CH3CN was removed under reduced pressure and the resulting yellow liquid was partitioned between H2O and CH2Cl2. The biphasic mixture was filtered, the organic phase collected, washed with saturated NaHCO3 solution and concentrated to afford 1.5 g of an amorphous brown solid. The sol... Reactants: O=C1N(C2=CC(=NC=C2C=C1)C(F)(F)F)CC(=O)O (2-(2-oxo-7-(trifluoromethyl)-1,6-naphthyridin-1(2H)-yl)acetic acid), BrC=1C(=C(SC1)N)C1=NC=NN1 (4-bromo-3-(1H-1,2,4-triazol-5-yl)thiophen-2-amine). Product: BrC=1C(=C(SC1)NC(CN1C(C=CC2=CN=C(C=C12)C(F)(F)F)=O)=O)C1=NC=NN1 (N-(4-Bromo-3-(1H-1,2,4-triazol-5-yl)thiophen-2-yl)-2-(2-oxo-7-(trifluoromethyl)-1,6-naphthyridin-1(2H)-yl)acetamide). RXN SMILES: [O:1]=[C:2]1[CH:11]=[CH:10][C:9]2[C:4](=[CH:5][C:6]([C:12]([F:15])([F:14])[F:13])=[N:7][CH:8]=2)[N:3]1[CH2:16][C:17]([OH:19])=O.[Br:20][C:21]1[C:22]([C:27]2[NH:31][N:30]=[CH:29][N:28]=2)=[C:23]([NH2:26])[S:24][CH:25]=1>>[Br:20][C:21]1[C:22]([C:27]2[NH:31][N:30]=[CH:29][N:28]=2)=[C:23]([NH:26][C:17](=[O:19])[CH2:16][N:3]2[C:4]3[C:9](=[CH:8][N:7]=[C:6]([C:12]([F:13])([F:14])[F:15])[CH:5]=3)[CH:10]=[CH:11][C:2]2=[O:1])[S:24][CH:25]=1. Procedure details: The title compound was prepared from 2-(2-oxo-7-(trifluoromethyl)-1,6-naphthyridin-1(2H)-yl)acetic acid (55 mg, 0.203 mmol) and 4-bromo-3-(1H-1,2,4-triazol-5-yl)thiophen-2-amine (25 mg, 0.102 mmol) according to protocol A. Retention time (min)=4.505, method [7], MS(ESI) 499.0 (M+H); 1H NMR (300 MHz, CD3OD) δ 9.06 (s, 1H), 8.31 (s, 1H), 8.24 (d, J=9.4 Hz, 1H), 7.94 (s, 1H), 7.14 (s, 1H), 6.99 (d, J=9.4 Hz, 1H), 5.39 (s, 2H).